Dataset: the Open Reaction Database (ORD), a public repository of structured organic reaction records. Task: describe an organic reaction: reactants, conditions, products, and yield The reactants are CN1C[C@H](C[C@@H]2C=3C=C(C=C4NC[C@@H](C[C@@H]12)C34)[N+](=O)[O-])NC(N(CC)CC)=O (3-(2,3β-dihydro-6-methyl-13-nitro-8α-ergolinyl)-1,1-diethylurea), ClOC(C)(C)C (tert-butyl hypochlorite), N (ammonia), ice. Run in O1CCCC1 (tetrahydrofuran), C(C)N(CC)CC (triethylamine), O1CCCC1 (tetrahydrofuran). Run at temperature -40 celsius, time 30 minute. Yields the product CN1C[C@H](C[C@@H]2C=3C=C(C=C4NC=C(C[C@@H]12)C34)[N+](=O)[O-])NC(N(CC)CC)=O (3-(6-methyl-13-nitro-8α-ergolinyl)-1,1-diethylurea). Isolated yield 70.6%. Reaction SMILES: [CH3:1][N:2]1[C@H:16]2[C@@H:6]([C:7]3[CH:8]=[C:9]([N+:18]([O-:20])=[O:19])[CH:10]=[C:11]4[C:17]=3[C@H:14]([CH2:15]2)[CH2:13][NH:12]4)[CH2:5][C@H:4]([NH:21][C:22](=[O:28])[N:23]([CH2:26][CH3:27])[CH2:24][CH3:25])[CH2:3]1.ClOC(C)(C)C.N>O1CCCC1.C(N(CC)CC)C>[CH3:1][N:2]1[C@H:16]2[C@@H:6]([C:7]3[CH:8]=[C:9]([N+:18]([O-:20])=[O:19])[CH:10]=[C:11]4[C:17]=3[C:14]([CH2:15]2)=[CH:13][NH:12]4)[CH2:5][C@H:4]([NH:21][C:22](=[O:28])[N:23]([CH2:26][CH3:27])[CH2:24][CH3:25])[CH2:3]1. Reported procedure: Under argon, 382 mg (1 mmol) of 3-(2,3β-dihydro-6-methyl-13-nitro-8α-ergolinyl)-1,1-diethylurea is dissolved in 30 ml of absolute, freshly distilled tetrahydrofuran in the presence of 0.5 ml of triethylamine and cooled to -40° C. At this temperature, 0.16 ml (1.34 mmol) of tert-butyl hypochlorite, dissolved in 10 ml of absolute, freshly distilled tetrahydrofuran, is added dropwise thereto. After 30 minutes of agitation at -40° C., the batch is stirred into 50 ml of ice and adjusted to be alkalin... Reactants: ClCCCC1=NOC2=C1C=CC=C2 (3-(3-chloropropyl)-1,2-benzisoxazole), CN1CCN2C=3C(=CC=CC13)[C@H]1[C@@H]2CCNC1 ((6bR,10aS)-3-methyl-2,3,6b,7,8,9,10,10a-octahydro-1H-pyrido[3′,4′:4,5]pyrrolo[1,2,3-de]quinoxaline), N (NH3). Product: Cl.O1N=C(C2=C1C=CC=C2)CCCN2C[C@@H]1[C@@H](N3CCN(C=4C=CC=C1C34)C)CC2 ((6bR,10aS)-8-[3-(1,2-benzisoxazol-3-yl)propyl]-3-methyl-2,3,6b,7,8,9,10,10a-octahydro-1H-pyrido[3′,4′:4,5]pyrrolo[1,2,3-de]quinoxaline hydrochloride). Reaction SMILES: [Cl:1][CH2:2][CH2:3][CH2:4][C:5]1[C:9]2[CH:10]=[CH:11][CH:12]=[CH:13][C:8]=2[O:7][N:6]=1.[CH3:14][N:15]1[C:24]2[CH:23]=[CH:22][CH:21]=[C:20]3[C@@H:25]4[CH2:30][NH:29][CH2:28][CH2:27][C@@H:26]4[N:18]([C:19]=23)[CH2:17][CH2:16]1.N>>[ClH:1].[O:7]1[C:8]2[CH:13]=[CH:12][CH:11]=[CH:10][C:9]=2[C:5]([CH2:4][CH2:3][CH2:2][N:29]2[CH2:28][CH2:27][C@@H:26]3[N:18]4[C:19]5[C:20]([C@@H:25]3[CH2:30]2)=[CH:21][CH:22]=[CH:23][C:24]=5[N:15]([CH3:14])[CH2:16][CH2:17]4)=[N:6]1 |f:3.4|. Reported procedure: The title compound was prepared from addition 3-(3-chloropropyl)-1,2-benzisoxazole from Step D Example 22 and (6bR,10aS)-3-methyl-2,3,6b,7,8,9,10,10a-octahydro-1H-pyrido[3′,4′:4,5]pyrrolo[1,2,3-de]quinoxaline following the General procedure A of Example 197. 1H NMR (300 MHz, CDCl3) δ 7.59–7.62 (m, 1H), 7.46–7.50 (m, 2H), 7.20–7.25 (m, 1H), 6.57 (dd, J=7.7 Hz, 7.3 Hz, 1H), 6.43 (d, J=6.9 Hz, 1H), 6.33 (d, J=7.3 Hz), 3.48–3.52 (m, 1H), 3.06–3.25 (m, 4H), 2.94–2.99 (m, 2H), 2.70–2.89 (m, 4H), 2.79 ... The reactants are CO, CN(C)c1ccncc1, C(=NC1CCCCC1)=NC1CCCCC1, O=C(O)Cn1ncc2ccc(Oc3c(F)cc(C(F)(F)F)cc3Cl)cc21, ClCCl. Yields the product COC(=O)Cn1ncc2ccc(Oc3c(F)cc(C(F)(F)F)cc3Cl)cc21. Reaction SMILES: [CH3:27][OH:28].[CH3:47][N:48]([c:49]1[cH:50][cH:51][n:52][cH:53][cH:54]1)[CH3:55].[CH:29]1([N:30]=[C:31]=[N:32][CH:33]2[CH2:34][CH2:35][CH2:36][CH2:37][CH2:38]2)[CH2:39][CH2:40][CH2:41][CH2:42][CH2:43]1.[Cl:1][c:2]1[c:3]([O:4][c:5]2[cH:6][cH:7][c:8]3[cH:9][n:10][n:11]([CH2:14][C:15](=[O:16])[OH:17])[c:12]3[cH:13]2)[c:18]([F:26])[cH:19][c:20]([C:22]([F:23])([F:24])[F:25])[cH:21]1.[Cl:44][CH2:45][Cl:46]>>[Cl:1][c:2]1[c:3]([O:4][c:5]2[cH:6][cH:7][c:8]3[cH:9][n:10][n:11]([CH2:14][C:15](=[O:16])[O:17][CH3:29])[c:12]3[cH:13]2)[c:18]([F:26])[cH:19][c:20]([C:22]([F:23])([F:24])[F:25])[cH:21]1. As a reaction SMILES: [N:1]1([CH:7]2[CH:16]3[N:11]([CH:12]=[CH:13][CH:14]=[CH:15]3)[C:10](=[O:17])[CH:9]=[CH:8]2)[CH2:6][CH2:5][NH:4][CH2:3][CH2:2]1.C(OC([NH:25][CH2:26][CH2:27][CH:28]([C:32]1[CH:37]=[CH:36][C:35]([Cl:38])=[C:34]([Cl:39])[CH:33]=1)[C:29](O)=[O:30])=O)(C)(C)C>>[ClH:38].[NH2:25][CH2:26][CH2:27][CH:28]([C:32]1[CH:37]=[CH:36][C:35]([Cl:38])=[C:34]([Cl:39])[CH:33]=1)[C:29]([N:4]1[CH2:5][CH2:6][N:1]([C:7]2[CH:8]=[CH:9][C:10](=[O:17])[N:11]3[C:16]=2[CH:15]=[CH:14][CH:13]=[CH:12]3)[CH2:2][CH2:3]1)=[O:30] |f:2.3|. Reactants: N1(CCNCC1)C1C=CC(N2C=CC=CC12)=O (1-Piperazin-1-yl-1,9a-dihydro-quinolizin-4-one), C(C)(C)(C)OC(=O)NCCC(C(=O)O)C1=CC(=C(C=C1)Cl)Cl (4-tert-Butoxycarbonylamino-2-(3,4-dichlorophenyl)-butyric acid). Yields the product Cl.NCCC(C(=O)N1CCN(CC1)C=1C=CC(N2C=CC=CC12)=O)C1=CC(=C(C=C1)Cl)Cl (1-{4-[4-Amino-2-(3,4-dichlorophenyl)-butyryl]-piperazin-1-yl}-quinolizin-4-one hydrochloride). Procedure details: 1-{4-[4-Amino-2-(3,4-dichlorophenyl)-butyryl]-piperazin-1-yl}-quinolizin-4-one hydrochloride was prepared by substituting 5-piperazin-1-yl-1H-indazole with 1-Piperazin-1-yl-1,9a-dihydro-quinolizin-4-one and substituting (D)-Boc-4-chlorophenylalanine with 4-tert-Butoxycarbonylamino-2-(3,4-dichlorophenyl)-butyric acid in Example 34, Step 2, then removing the Boc protecting group as described in Example 34, Step 3. 1H NMR (CD3OD, 400 MHz) δ 9.25 (d, J=7.2 Hz, 1H), 9.57 (d, J=8.8 Hz, 1H), 8.00 (m, 2...